Dataset: the Open Reaction Database (ORD), a public repository of structured organic reaction records. Task: describe an organic reaction: reactants, conditions, products, and yield Reactants: C(C)(C)(C)OC(=O)N1C2(CC2)CN(CC1)C=1C2=C(N=CN1)NC=C2 (7-(7H-pyrrolo[2,3-d]pyrimidin-4-yl)-4,7-diazaspiro[2.5]octane-4-carboxylic acid tert-butyl ester), C(C)(C)(C)OC(=O)N1C2CNCC1CC2 (3,8-diaza-bicyclo[3.2.1]octane-8-carboxylic acid tert-butyl ester), C(C)(C)(C)OC(=O)N1C2(CC2)CNCC1 (4,7-diaza-spiro[2.5]octane-4-carboxylic acid tert-butyl ester). Yields the product C(C)(C)(C)OC(=O)N1C2CN(CC1CC2)C=2C1=C(N=CN2)NC=C1 (3-(7H-Pyrrolo[2,3-d]pyrimidin-4-yl)-3,8-diaza-bicyclo[3.2.1]octane-8-carboxylic acid tert-butyl ester). RXN SMILES: [C:1]([O:5][C:6]([N:8]1[CH2:15][CH2:14][N:13]([C:16]2[C:17]3[CH:24]=[CH:23][NH:22][C:18]=3[N:19]=[CH:20][N:21]=2)[CH2:12][C:9]21[CH2:11][CH2:10]2)=[O:7])([CH3:4])([CH3:3])[CH3:2].C(OC(N1C2CCC1CNC2)=O)(C)(C)C.C(OC(N1CCNCC21CC2)=O)(C)(C)C>>[C:1]([O:5][C:6]([N:8]1[CH:9]2[CH2:10][CH2:11][CH:15]1[CH2:14][N:13]([C:16]1[C:17]3[CH:24]=[CH:23][NH:22][C:18]=3[N:19]=[CH:20][N:21]=1)[CH2:12]2)=[O:7])([CH3:3])([CH3:4])[CH3:2]. Procedure details: Prepared in a way similar to Intermediate 1, using 3,8-diaza-bicyclo[3.2.1]octane-8-carboxylic acid tert-butyl ester, instead of 4,7-diaza-spiro[2.5]octane-4-carboxylic acid tert-butyl ester. Reactants: S(=O)(=O)(C1=CC=C(C)C=C1)Cl (Tosyl chloride), OCCNCC(C)O (1-(2-Hydroxy-ethylamino)-propan-2-ol). Solvent: N1=CC=CC=C1 (pyridine). Run at time 24 hour. The product is OC(CN(CCOS(=O)(=O)C1=CC=C(C=C1)C)S(=O)(=O)C1=CC=C(C=C1)C)C (Toluene-4-sulfonic acid 2-[(2-hydroxy-propyl)-(toluene-4-sulfonyl)-amino]-ethyl ester). Reaction SMILES: [S:1](Cl)([C:4]1[CH:10]=[CH:9][C:7]([CH3:8])=[CH:6][CH:5]=1)(=[O:3])=[O:2].[OH:12][CH2:13][CH2:14][NH:15][CH2:16][CH:17]([OH:19])[CH3:18]>N1C=CC=CC=1>[OH:19][CH:17]([CH3:18])[CH2:16][N:15]([S:1]([C:4]1[CH:10]=[CH:9][C:7]([CH3:8])=[CH:6][CH:5]=1)(=[O:3])=[O:2])[CH2:14][CH2:13][O:12][S:1]([C:4]1[CH:10]=[CH:9][C:7]([CH3:8])=[CH:6][CH:5]=1)(=[O:3])=[O:2]. Procedure details: Tosyl chloride (11.60 g, 60.80 mmol) was added in small portions to a stirred solution of 1-(2-Hydroxy-ethylamino)-propan-2-ol (3.60 g, 30.25 mmol) in anhydrous pyridine at 0° C. The reaction was stirred at room temperature for 24 h and then poured onto ice-water (200 ml). The mixture was extracted into DCM (100 ml). The organic extract was washed with 2N HCl, water, and was evaporated in vaccuo to give a brown residue which was used without further purification. Starting materials: Cl.OC[C@H](C1=CC=CC=C1)NC1=NC=NC2=CC(=C(C=C12)OC)OC ((S)-4-[α-(hydroxymethyl)benzylamino]-6,7dimethoxyquinazoline hydrochloride salt), C([O-])([O-])=O.[K+].[K+] (potassium carbonate). Run in CO (methanol). Run at time 0.5 hour. The product is OC[C@H](C1=CC=CC=C1)NC1=NC=NC2=CC(=C(C=C12)OC)OC ((S)-4-[α-(hydroxymethyl)benzylamino]-6,7-dimethoxyquinazoline). Isolated yield 90.0%. Reaction SMILES: Cl.[OH:2][CH2:3][C@@H:4]([NH:11][C:12]1[C:21]2[C:16](=[CH:17][C:18]([O:24][CH3:25])=[C:19]([O:22][CH3:23])[CH:20]=2)[N:15]=[CH:14][N:13]=1)[C:5]1[CH:10]=[CH:9][CH:8]=[CH:7][CH:6]=1.C(=O)([O-])[O-].[K+].[K+]>CO>[OH:2][CH2:3][C@@H:4]([NH:11][C:12]1[C:21]2[C:16](=[CH:17][C:18]([O:24][CH3:25])=[C:19]([O:22][CH3:23])[CH:20]=2)[N:15]=[CH:14][N:13]=1)[C:5]1[CH:6]=[CH:7][CH:8]=[CH:9][CH:10]=1 |f:0.1,2.3.4|. Procedure details: A suspension of (S)-4-[α-(hydroxymethyl)benzylamino]-6,7dimethoxyquinazoline hydrochloride salt (361.8 mg, 1 mmol) and potassium carbonate (276 mg, 2 mmol) in methanol (6 ml) was stirred at ambient temperature for 0.5 h. The mixture was filtered and the filtrate evaporated under vacuum. The residue was purified by column chromatography on silica gel (eluant dichloromethane/ethanol 2-6%) to give pure title compound in 90% yield. Starting materials: [K+], [K+], Nc1c(Nc2cccnc2)c(=O)c1=O, O=C([O-])[O-], CC(C)(C)C(NC(=O)c1cccc(-c2ccco2)c1)n1nnc2ccccc21. Yields the product CC(C)(C)C(NC(=O)c1cccc(-c2ccco2)c1)Nc1c(Nc2cccnc2)c(=O)c1=O. As a reaction SMILES: [K+:43].[K+:44].[NH2:1][c:2]1[c:3](=[O:14])[c:4](=[O:13])[c:5]1[NH:6][c:7]1[cH:8][n:9][cH:10][cH:11][cH:12]1.[O-:45][C:46]([O-:47])=[O:48].[n:15]1([CH:24]([C:25]([CH3:26])([CH3:27])[CH3:28])[NH:29][C:30]([c:31]2[cH:32][c:33](-[c:37]3[o:38][cH:39][cH:40][cH:41]3)[cH:34][cH:35][cH:36]2)=[O:42])[c:16]2[cH:17][cH:18][cH:19][cH:20][c:21]2[n:22][n:23]1>>[NH:1]([c:2]1[c:3](=[O:14])[c:4](=[O:13])[c:5]1[NH:6][c:7]1[cH:8][n:9][cH:10][cH:11][cH:12]1)[CH:24]([C:25]([CH3:26])([CH3:27])[CH3:28])[NH:29][C:30]([c:31]1[cH:32][c:33](-[c:37]2[o:38][cH:39][cH:40][cH:41]2)[cH:34][cH:35][cH:36]1)=[O:42]. Reactants: B(F)(F)F.CCOCC (Borontrifluoride-etherate), C(C)(C)(C)C=1C=C(C=CC1)C1(CCC(CC1)=C)O (1-(3-tert-butyl-phenyl)-4-methylene-cyclohexanol), N(=[N+]=[N-])[Si](C)(C)C (azidotrimethylsilane), C(C)(=O)OCC (ethyl acetate). Run in C(C)OCC (diethyl ether), [Cl-].[NH4+] (ammonium chloride). Product: N(=[N+]=[N-])C1(CCC(CC1)=C)C1=CC(=CC=C1)C(C)(C)C (1-(1-azido-4-methylene-cyclohexyl)-3-tert-butyl-benzene). Isolated yield 36.9%. Reaction SMILES: B(F)(F)F.CCOCC.[C:10]([C:14]1[CH:15]=[C:16]([C:20]2(O)[CH2:25][CH2:24][C:23](=[CH2:26])[CH2:22][CH2:21]2)[CH:17]=[CH:18][CH:19]=1)([CH3:13])([CH3:12])[CH3:11].[N:28]([Si](C)(C)C)=[N+:29]=[N-:30].C(OCC)(=O)C>C(OCC)C.[Cl-].[NH4+]>[N:28]([C:20]1([C:16]2[CH:17]=[CH:18][CH:19]=[C:14]([C:10]([CH3:13])([CH3:12])[CH3:11])[CH:15]=2)[CH2:25][CH2:24][C:23](=[CH2:26])[CH2:22][CH2:21]1)=[N+:29]=[N-:30] |f:0.1,6.7|. Procedure: Borontrifluoride-etherate (2.0 mL, 15.7 mmol) was added to a solution of 1-(3-tert-butyl-phenyl)-4-methylene-cyclohexanol (3.60 g, 14.7 mmol) and azidotrimethylsilane (4.0 mL, 30.1 mmol) in diethyl ether (30 mL) and placed into a preheated oil bath at 45° C. After heating at reflux for 4 h, the solution was diluted with saturated aqueous ammonium chloride and extracted with diethyl ether. The combined organic extracts were dried over magnesium sulfate, filtered, and concentrated. The residue was...